Dataset: the Open Reaction Database (ORD), a public repository of structured organic reaction records. Task: describe an organic reaction: reactants, conditions, products, and yield The reactants are N (ammonia), ClC1=CC=CC2=C1CC(C1=C(S2)C=CC(=C1)F)=O (9-chloro-2-fluoro-10,11-dihydro-11-oxo-dibenzo[b,f]thiepin), [Cu](C#N)C#N (copper cyanide), CN1C(CCC1)=O (N-methyl pyrrolidone). Reagents/catalysts: S(=O)(=O)([O-])[O-].[Cu+2] (copper sulfate). Run in O (water). The product is C(#N)C1=CC=CC2=C1CC(C1=C(S2)C=CC(=C1)F)=O (9-cyano-2-fluoro-10,11-dihydro-11 -oxo-dibenzo[b,f]thiepin). As a reaction SMILES: Cl[C:2]1[C:7]2[CH2:8][C:9](=[O:18])[C:10]3[CH:16]=[C:15]([F:17])[CH:14]=[CH:13][C:11]=3[S:12][C:6]=2[CH:5]=[CH:4][CH:3]=1.[Cu](C#N)[C:20]#[N:21].CN1CCCC1=O.N>S([O-])([O-])(=O)=O.[Cu+2].O>[C:20]([C:2]1[C:7]2[CH2:8][C:9](=[O:18])[C:10]3[CH:16]=[C:15]([F:17])[CH:14]=[CH:13][C:11]=3[S:12][C:6]=2[CH:5]=[CH:4][CH:3]=1)#[N:21] |f:4.5|. Procedure: The mixture of 3.4g of 9-chloro-2-fluoro-10,11-dihydro-11-oxo-dibenzo[b,f]thiepin, 2.1g of copper cyanide, 0.2g of anhydrous copper sulfate and 50ml of N-methyl pyrrolidone was heated at 200°-210° C overnight. After cooling, to the reaction mixture were added 10ml of conc. aqueous ammonia and 100ml of water and the resulting mixture was extracted with benzene. The benzene layer thus obtained was washed with water, dried over anhydrous sodium sulfate and the solvent was distilled off. The resulti... Reactants: NN (Hydrazine), C1(C=2C(C(N1CCCN1CC3CC4=C(CC3C1)C=CC=C4)=O)=CC=CC2)=O (2-(3-Phthalimido-n-prop-1-yl)-2,3,3a,4,9,9a-hexahydro-1H-benz[f]isoindole). Run in C(C)O (ethanol). Yields the product NCCCN1CC2CC3=C(CC2C1)C=CC=C3 (2-(3-Amino-n-prop-1-yl)-2,3,3a,4,9,9a-hexahydro-1H-benz[f]isoindole). Reaction SMILES: NN.C1(=O)[N:7]([CH2:8][CH2:9][CH2:10][N:11]2[CH2:19][CH:18]3[CH:13]([CH2:14][C:15]4[CH:23]=[CH:22][CH:21]=[CH:20][C:16]=4[CH2:17]3)[CH2:12]2)C(=O)C2=CC=CC=C12>C(O)C>[NH2:7][CH2:8][CH2:9][CH2:10][N:11]1[CH2:19][CH:18]2[CH:13]([CH2:14][C:15]3[CH:23]=[CH:22][CH:21]=[CH:20][C:16]=3[CH2:17]2)[CH2:12]1. Reported procedure: Hydrazine (42 mg, 1.31 mmol) was added to a solution of 2-(3-Phthalimido-n-prop-1-yl)-2,3,3a,4,9,9a-hexahydro-1H-benz[f]isoindole (200 mg, 0.65 mmol) in 5 mL of ethanol, and the mixture was refluxed for 20 hours, over which time a white solid had precipitated. The mixture was cooled to room temperature, the solid was removed by filtration, and the filtrate was concentrated in-vacuo. The residue was suspended in chloroform, and the solids were removed by filtration. The filtrate was concentrated ... The reactants are FC1=CC=C(C=C1)CC1=CN=C2C(=C(C(N(C2=C1)CC=1N(C=CN1)C)=O)C(=O)NCCO)O (7-[(4-fluorophenyl)methyl]-4-hydroxy-N-(2-hydroxyethyl)-1-[(1-methyl-1H-imidazol-2-yl)methyl]-2-oxo-1,2-dihydro-1,5-naphthyridine-3-carboxamide), [OH-].[Na+] (sodium hydroxide). The product is FC1=CC=C(C=C1)CC1=CN=C2C(=C(C(N(C2=C1)CC=1N(C=CN1)C)=O)C(=O)NCCO)[O-].[Na+] (sodium 7-[(4-fluorophenyl)methyl]-3-{[(2-hydroxyethyl)amino]carbonyl}-1-[(1-methyl-1H-imidazol-2-yl)methyl]-2-oxo-1,2-dihydro-1,5-naphthyridine-4-olate). The yield is 92.0%. Reaction SMILES: [F:1][C:2]1[CH:7]=[CH:6][C:5]([CH2:8][C:9]2[CH:18]=[C:17]3[C:12]([C:13]([OH:33])=[C:14]([C:27]([NH:29][CH2:30][CH2:31][OH:32])=[O:28])[C:15](=[O:26])[N:16]3[CH2:19][C:20]3[N:21]([CH3:25])[CH:22]=[CH:23][N:24]=3)=[N:11][CH:10]=2)=[CH:4][CH:3]=1.[OH-].[Na+:35]>>[F:1][C:2]1[CH:7]=[CH:6][C:5]([CH2:8][C:9]2[CH:18]=[C:17]3[C:12]([C:13]([O-:33])=[C:14]([C:27]([NH:29][CH2:30][CH2:31][OH:32])=[O:28])[C:15](=[O:26])[N:16]3[CH2:19][C:20]3[N:21]([CH3:25])[CH:22]=[CH:23][N:24]=3)=[N:11][CH:10]=2)=[CH:4][CH:3]=1.[Na+:35] |f:1.2,3.4|. Procedure details: In a manner similar to that described in example 474, from 7-[(4-fluorophenyl)methyl]-4-hydroxy-N-(2-hydroxyethyl)-1-[(1-methyl-1H-imidazol-2-yl)methyl]-2-oxo-1,2-dihydro-1,5-naphthyridine-3-carboxamide (336 mg, 0.744 mmol described in example 468) and 1 N sodium hydroxide was prepared sodium 7-[(4-fluorophenyl)methyl]-3-{[(2-hydroxyethyl)amino]carbonyl}-1-[(1-methyl-1H-imidazol-2-yl)methyl]-2-oxo-1,2-dihydro-1,5-naphthyridine-4-olate (324 mg, 92% yield) as a white solid. 1H NMR (DMSO-d6) δ 10.6... The reactants are C(C1=CC=CC=C1)N(C1(CC1)C1=CC=C(C=C1)C#C)CC1=CC=CC=C1 (dibenzyl-[1-(4-ethynylphenyl)-cyclopropyl]-amine), C(C1=CC=CC=C1)N(C1(CC1)C1=CC=C(C=C1)C#C)CC1=CC=CC=C1 (dibenzyl-[1-(4-ethynylphenyl)-cyclopropyl]-amine), C(C)OC(C1=CC=C(C=C1)I)=O (ethyl-4-iodo-benzoate), C(C)OC(C1=CC=C(C=C1)I)=O (ethyl-4-iodo-benzoate). The reagents and catalysts are [Cu]I (copper(I)iodide), Cl[Pd]([P](C1=CC=CC=C1)(C2=CC=CC=C2)C3=CC=CC=C3)([P](C4=CC=CC=C4)(C5=CC=CC=C5)C6=CC=CC=C6)Cl (Dichlorobis (triphenylphosphine)palladium(II)). The solvent is C(C)N(CC)CC (triethylamine). Conditions: time 8 hour. Product: EtOAc—hexanes, C(C1=CC=CC=C1)N(C1(CC1)C1=CC=C(C=C1)C#CC1=CC=C(C(=O)OCC)C=C1)CC1=CC=CC=C1 (Ethyl 4-[4-(1-dibenzylamino-cyclopropyl)-phenylethynyl]-benzoate). Isolated yield 2.0%. Reaction SMILES: [CH2:1]([N:8]([CH2:20][C:21]1[CH:26]=[CH:25][CH:24]=[CH:23][CH:22]=1)[C:9]1([C:12]2[CH:17]=[CH:16][C:15]([C:18]#[CH:19])=[CH:14][CH:13]=2)[CH2:11][CH2:10]1)[C:2]1[CH:7]=[CH:6][CH:5]=[CH:4][CH:3]=1.[CH2:27]([O:29][C:30](=[O:38])[C:31]1[CH:36]=[CH:35][C:34](I)=[CH:33][CH:32]=1)[CH3:28]>C(N(CC)CC)C.[Cu]I.Cl[Pd](Cl)([P](C1C=CC=CC=1)(C1C=CC=CC=1)C1C=CC=CC=1)[P](C1C=CC=CC=1)(C1C=CC=CC=1)C1C=CC=CC=1>[CH2:20]([N:8]([CH2:1][C:2]1[CH:3]=[CH:4][CH:5]=[CH:6][CH:7]=1)[C:9]1([C:12]2[CH:13]=[CH:14][C:15]([C:18]#[C:19][C:34]3[CH:35]=[CH:36][C:31]([C:30]([O:29][CH2:27][CH3:28])=[O:38])=[CH:32][CH:33]=3)=[CH:16][CH:17]=2)[CH2:11][CH2:10]1)[C:21]1[CH:26]=[CH:25][CH:24]=[CH:23][CH:22]=1 |^1:50,69|. Procedure: Using General Procedure F; dibenzyl-[1-(4-ethynylphenyl)-cyclopropyl]-amine (Intermediate 129, 40.0 mg, 0.12 mmol) and ethyl-4-iodo benzoate (Reagent A, 60.0 mg, 0.22 mmol) in triethylamine (5 mL) was treated with copper(I)iodide (8.0 mg, 0.04 mmol) and sparged with argon for 5 minutes. Dichlorobis (triphenylphosphine)palladium(II) (27 mg, 0.04 mmol) was added and the reaction mixture was stirred overnight at room temperature. Column chromatography (2-5% EtOAc—hexanes) afforded the title compoun... The reactants are O (water), BrCC (bromoethane), ClC=1C=C(C=CC1)C=1C=CC(NN1)=O (6-(3-chlorophenyl)-2H-pyridazin-3-one), C([O-])([O-])=O.[K+].[K+] (potassium carbonate). Run in C(C)(=O)OCC (ethyl acetate), CN(C=O)C (N,N-dimethylformamide). Run at time 4 hour. The product is ClC=1C=C(C=CC1)C=1C=CC(N(N1)CC)=O (6-(3-Chlorophenyl)-2-ethyl-2H-pyridazin-3-one). Isolated yield 96.0%. Reaction SMILES: Br[CH2:2][CH3:3].[Cl:4][C:5]1[CH:6]=[C:7]([C:11]2[CH:12]=[CH:13][C:14](=[O:17])[NH:15][N:16]=2)[CH:8]=[CH:9][CH:10]=1.C(=O)([O-])[O-].[K+].[K+].O>CN(C)C=O.C(OCC)(=O)C>[Cl:4][C:5]1[CH:6]=[C:7]([C:11]2[CH:12]=[CH:13][C:14](=[O:17])[N:15]([CH2:2][CH3:3])[N:16]=2)[CH:8]=[CH:9][CH:10]=1 |f:2.3.4|. Procedure: Under nitrogen atmosphere bromoethane (18.31 g, 0.168 mol) was added dropwise to a solution of 6-(3-chlorophenyl)-2H-pyridazin-3-one (4.96 g, 0.024 mol) and potassium carbonate (19.90 g, 0.144 mol) in N,N-dimethylformamide (100 ml). The mixture was stirred at room temperature for 4 hours and then water (150 ml) and ethyl acetate (300 ml) were added. The organic layer washed with water and brine, dried over sodium sulfate anhydride and evaporated. The oil obtained solidified in the vacuum oven to...